Task: describe an organic reaction: reactants, conditions, products, and yield. Dataset: the Open Reaction Database (ORD), a public repository of structured organic reaction records The reactants are CCOc1ccccc1O, CCO, OCC1CO1, c1ccncc1. Product: CCOc1ccccc1OCC(O)CO. Reaction SMILES: [CH2:1]([CH3:2])[O:3][c:4]1[c:5]([OH:10])[cH:6][cH:7][cH:8][cH:9]1.[CH3:22][CH2:23][OH:24].[CH:11]1([CH2:12][OH:13])[CH2:14][O:15]1.[cH:16]1[cH:17][cH:18][n:19][cH:20][cH:21]1>>[CH2:1]([CH3:2])[O:3][c:4]1[c:5]([O:10][CH2:14][CH:11]([CH2:12][OH:13])[OH:15])[cH:6][cH:7][cH:8][cH:9]1. Starting materials: B(C1=CC=NC=C1)(O)O (pyridyl-4-boronic acid), ClC=1C=CC2=C(N=CC3=C(N2Cl)C=CC=C3)C1 (8,5-Dichloro-5H-dibenzo[b,e][1,4]diazepine). Product: ClC=1C=CC2=C(N=C(C3=C(N2)C=CC=C3)C3=CC=NC=C3)C1 (8-Chloro-11-(pyridin-4-yl)-5H-dibenzo[b,e][1,4]diazepine). Yield: 30.4%. Reaction SMILES: B(O)(O)[C:2]1[CH:7]=[CH:6][N:5]=[CH:4][CH:3]=1.[Cl:10][C:11]1[CH:12]=[CH:13][C:14]2[N:20](Cl)[C:19]3[CH:22]=[CH:23][CH:24]=[CH:25][C:18]=3[CH:17]=[N:16][C:15]=2[CH:26]=1>>[Cl:10][C:11]1[CH:12]=[CH:13][C:14]2[NH:20][C:19]3[CH:22]=[CH:23][CH:24]=[CH:25][C:18]=3[C:17]([C:2]3[CH:7]=[CH:6][N:5]=[CH:4][CH:3]=3)=[N:16][C:15]=2[CH:26]=1. Procedure details: 4 pyridyl-4-boronic acid (14 mg, 0.12 mmol) and 8,5-dichloro-5H-dibenzo[b,e][1,4]diazepine (160FE64) (26 mg, 0.1 mmol) were reacted according GP11 to give 9.3 mg of the title compound (160FE69A). MS (ESI) 306 (MH+). Purity for MH+ (UV/MS) 98/95.